This data is from the Open Reaction Database (ORD), a public repository of structured organic reaction records. The task is: describe an organic reaction: reactants, conditions, products, and yield Reactants: C(C)OC(=O)C1C(CCCCCCCC=CCCCCCC1)=O (2-ethoxycarbonyl-9-cycloheptadecenone), [OH-].[Na+] (NaOH). The solvent is CO (methanol). The product is C1CCC/C=C\CCCCCCCC(=O)CCC1 (civetone). Reaction SMILES: C(OC([CH:6]1[CH2:22][CH2:21][CH2:20][CH2:19][CH2:18][CH2:17][CH:16]=[CH:15][CH2:14][CH2:13][CH2:12][CH2:11][CH2:10][CH2:9][CH2:8][C:7]1=[O:23])=O)C.[OH-].[Na+]>CO>[CH2:20]1[CH2:21][CH2:22][CH2:6][C:7](=[O:23])[CH2:8][CH2:9][CH2:10][CH2:11][CH2:12][CH2:13][CH2:14][CH:15]=[CH:16][CH2:17][CH2:18][CH2:19]1 |f:1.2|. Procedure details: 2-ethoxycarbonyl-9-cycloheptadecenone will be refluxed with about 10% NaOH in methanol for about 1 hour to give civetone. After completion of the reaction, the reaction mixture will be neutralized using about 10% sulfuric acid. The product will be extracted using ether and can be purified using silica-gel chromatography. The reactants are C(C)(=O)OCC (ethyl acetate), C(C)(C)(C)S(=O)N (tert-Butylsulphinamide), C(=O)C1N(CCCC1)C(=O)OC(C)(C)C (tert-butyl 2-formylpiperidine-1-carboxylate). The reagents and catalysts are [O-]CC.[Ti+4].[O-]CC.[O-]CC.[O-]CC (titanium ethoxide). Run in [Cl-].[Na+].O (brine), C1CCOC1 (THF). Reaction conditions: time 12 hour. The product is C(C)(C)(C)S(=O)\N=C/C1N(CCCC1)C(=O)OC(C)(C)C (tert-Butyl 2-{(Z)-[(tert-butylsulphinyl)imino]methyl}piperidine-1-carboxylate). Reaction SMILES: [C:1]([S:5]([NH2:7])=[O:6])([CH3:4])([CH3:3])[CH3:2].[CH:8]([CH:10]1[CH2:15][CH2:14][CH2:13][CH2:12][N:11]1[C:16]([O:18][C:19]([CH3:22])([CH3:21])[CH3:20])=[O:17])=O.C(OCC)(=O)C>C1COCC1.[Cl-].[Na+].O.[O-]CC.[Ti+4].[O-]CC.[O-]CC.[O-]CC>[C:1]([S:5](/[N:7]=[CH:8]\[CH:10]1[CH2:15][CH2:14][CH2:13][CH2:12][N:11]1[C:16]([O:18][C:19]([CH3:20])([CH3:22])[CH3:21])=[O:17])=[O:6])([CH3:4])([CH3:3])[CH3:2] |f:4.5.6,7.8.9.10.11|. Reported procedure: tert-Butylsulphinamide (1.21 g, 10 mmol) was added to a stirred mixture of tert-butyl 2-formylpiperidine-1-carboxylate (1.64 g, 7.7 mmol) and titanium ethoxide (3.2 mL, 15.4 mmol) in THF (20 mL). The reaction mixture was stirred for 12 h at ambient temperature, poured into a bi-phasic mixture of brine (100 mL) and ethyl acetate (100 mL) and stirred for a further 30 min. The mixture was filtered through a pad of Celite and the phases were separated. The organic phase was dried (MgSO4) and concent... Starting materials: O=Cc1c[nH]c2ncc(Br)cc12, CCCC[N+](CCCC)(CCCC)CCCC, ClCCl, [Na+], [OH-], O=S(=O)([O-])O, O=S(=O)(Cl)c1ccccc1. Product: O=Cc1cn(S(=O)(=O)c2ccccc2)c2ncc(Br)cc12. Reaction SMILES: [Br:1][c:2]1[cH:3][c:4]2[c:5]([n:6][cH:7]1)[nH:8][cH:9][c:10]2[CH:11]=[O:12].[CH2:33]([N+:34]([CH2:35][CH2:36][CH2:37][CH3:38])([CH2:39][CH2:40][CH2:41][CH3:42])[CH2:43][CH2:44][CH2:45][CH3:46])[CH2:47][CH2:48][CH3:49].[Cl:25][CH2:26][Cl:27].[Na+:24].[OH-:23].[S:28]([O-:29])([OH:30])(=[O:31])=[O:32].[c:13]1([S:19](=[O:20])(=[O:21])[Cl:22])[cH:14][cH:15][cH:16][cH:17][cH:18]1>>[Br:1][c:2]1[cH:3][c:4]2[c:5]([n:6][cH:7]1)[n:8]([S:19]([c:13]1[cH:14][cH:15][cH:16][cH:17][cH:18]1)(=[O:20])=[O:21])[cH:9][c:10]2[CH:11]=[O:12]. Run at time 5 hour. Yields the product OC=1C=C(C=CC1O)CCNC(C(C)(C)C)=O (N-[β-(3,4-Dihydroxyphenyl)-ethyl]-2,2-dimethylpropionamide). Reactants: Cl.NCCC1=CC(O)=C(O)C=C1 (dopamine hydrochloride), Cl (hydrochloric acid), C(C(C)(C)C)(=O)Cl (pivalyl chloride), [OH-].[NH4+] (ammonium hydroxide). RXN SMILES: Cl.[NH2:2][CH2:3][CH2:4][C:5]1[CH:12]=[CH:11][C:9]([OH:10])=[C:7]([OH:8])[CH:6]=1.[C:13](Cl)(=[O:18])[C:14]([CH3:17])([CH3:16])[CH3:15].[OH-].[NH4+].Cl>O.CO.N1C=CC=CC=1>[OH:8][C:7]1[CH:6]=[C:5]([CH2:4][CH2:3][NH:2][C:13](=[O:18])[C:14]([CH3:17])([CH3:16])[CH3:15])[CH:12]=[CH:11][C:9]=1[OH:10] |f:0.1,3.4|. Reported procedure: Dissolve 15.0 g. of dopamine hydrochloride in 200 ml. of pyridine. With stirring, add 28.8 g. of pivalyl chloride (α,α-dimethylpropionylchloride) portionwise over a 2-hour period at room temperature. Stir at room temperature overnight. Add methanol (200 ml.), water (75 ml.) and concentrated ammonium hydroxide solution (50 ml.) to the reaction mixture and allow the clear solution to stand for 5 hours at room temperature. Pour the solution into 2 liters of 2N-hydrochloric acid and ice with vigorou... Solvent: O (water), N1=CC=CC=C1 (pyridine), CO (methanol). Starting materials: CCO, [H][H], O=[N+]([O-])c1ccccc1NCc1ccc(OCCN2CCCC2)cc1. Product: Nc1ccccc1NCc1ccc(OCCN2CCCC2)cc1. As a reaction SMILES: [CH3:28][CH2:29][OH:30].[H:26][H:27].[N:1]1([CH2:6][CH2:7][O:8][c:9]2[cH:10][cH:11][c:12]([CH2:13][NH:14][c:15]3[c:16]([N+:21]([O-:22])=[O:23])[cH:17][cH:18][cH:19][cH:20]3)[cH:24][cH:25]2)[CH2:2][CH2:3][CH2:4][CH2:5]1>>[N:1]1([CH2:6][CH2:7][O:8][c:9]2[cH:10][cH:11][c:12]([CH2:13][NH:14][c:15]3[c:16]([NH2:21])[cH:17][cH:18][cH:19][cH:20]3)[cH:24][cH:25]2)[CH2:2][CH2:3][CH2:4][CH2:5]1. The reactants are C1=CN=C2N1C1=C(CC[C@H]2NC(=O)C2(CC2)NC(OC(C)(C)C)=O)C=CC=C1 (tert-butyl N-[1-[[(4R)-5,6-dihydro-4H-imidazo[1,2-a][1]benzazepin-4-yl]carbamoyl]cyclopropyl]carbamate), FC(C(=O)O)(F)F (trifluoroacetic acid). The solvent is ClCCl (dichloromethane). Yields the product NC1(CC1)C(=O)N[C@H]1C=2N(C3=C(CC1)C=CC=C3)C=CN2 (1-Amino-N-[(4R)-5,6-dihydro-4H-imidazo[1,2-a][1]benzazepin-4-yl]cyclopropanecarboxamide). Yield: 74.3%. As a reaction SMILES: [CH:1]1[N:5]2[C:6]3[CH:28]=[CH:27][CH:26]=[CH:25][C:7]=3[CH2:8][CH2:9][C@@H:10]([NH:11][C:12]([C:14]3([NH:17]C(=O)OC(C)(C)C)[CH2:16][CH2:15]3)=[O:13])[C:4]2=[N:3][CH:2]=1.FC(F)(F)C(O)=O>ClCCl>[NH2:17][C:14]1([C:12]([NH:11][C@@H:10]2[CH2:9][CH2:8][C:7]3[CH:25]=[CH:26][CH:27]=[CH:28][C:6]=3[N:5]3[CH:1]=[CH:2][N:3]=[C:4]23)=[O:13])[CH2:15][CH2:16]1. Procedure: Dissolve tert-butyl N-[1-[[(4R)-5,6-dihydro-4H-imidazo[1,2-a][1]benzazepin-4-yl]carbamoyl]cyclopropyl]carbamate (856 mg, 2.24 mmol) in dichloromethane (20 mL) and cool in an ice bath. Add trifluoroacetic acid (10 mL, 132.25 mmol). Remove the bath and stir the reaction for 1 hr. Concentrate the mixture under reduced pressure and add ethyl acetate. Wash with 1N NaOH and brine, dry over sodium sulfate, and concentrate the organic layer under reduced pressure to give the title compound (470 mg, 74%)... The reactants are COCCCCCC(=O)O (6-methoxyhexanoic acid), O1C=CC=C1 (furan), ClC(C(=O)OC(C(Cl)Cl)=O)Cl (dichloroacetic anhydride). Solvent: C1(=CC=CC=C1)C (toluene). Reaction conditions: temperature 50 celsius, time 3 hour. The product is COCCCCCC(=O)C=1OC=CC1 (2-(6-methoxyhexanoyl)furan). The yield is 90.0%. RXN SMILES: [CH3:1][O:2][CH2:3][CH2:4][CH2:5][CH2:6][CH2:7][C:8]([OH:10])=O.[O:11]1[CH:15]=[CH:14][CH:13]=[CH:12]1.ClC(Cl)C(OC(=O)C(Cl)Cl)=O>C1(C)C=CC=CC=1>[CH3:1][O:2][CH2:3][CH2:4][CH2:5][CH2:6][CH2:7][C:8]([C:12]1[O:11][CH:15]=[CH:14][CH:13]=1)=[O:10]. Procedure details: In 50 ml of toluene were dissolved 7.31 g (0.05 mole) of 6-methoxyhexanoic acid, 4.43 g (0.065 mole) of furan and 14.39 g (0.06 mole) of dichloroacetic anhydride. To the resulting solution was added 0.71 g of boron trifluoride-diethyl ether complex and the resulting mixture was then stirred at 50° C. for 3 hours. After completion of the reaction, the reaction solution was cooled and washed successively with 5% aqueous sodium carbonate solution and water. The organic layer was concentrated under ... Starting materials: O=C([O-])O, ClCCl, COC(=O)c1ccc(CN(C(=O)OC(C)(C)C)C(=O)OC(C)(C)C)cc1[N+](=O)[O-], [Na+], O=C(O)C(F)(F)F. Product: COC(=O)c1ccc(CNC(=O)OC(C)(C)C)cc1[N+](=O)[O-]. As a reaction SMILES: [C:37](=[O:38])([OH:39])[O-:40].[CH2:42]([Cl:43])[Cl:44].[CH3:1][O:2][C:3]([c:4]1[c:5]([N+:26](=[O:27])[O-:28])[cH:6][c:7]([CH2:10][N:11]([C:12](=[O:13])[O:14][C:15]([CH3:16])([CH3:17])[CH3:18])[C:19]([O:20][C:21]([CH3:22])([CH3:23])[CH3:24])=[O:25])[cH:8][cH:9]1)=[O:29].[Na+:41].[OH:30][C:31]([C:32]([F:33])([F:34])[F:35])=[O:36]>>[CH3:1][O:2][C:3]([c:4]1[c:5]([N+:26](=[O:27])[O-:28])[cH:6][c:7]([CH2:10][NH:11][C:12](=[O:13])[O:14][C:15]([CH3:16])([CH3:17])[CH3:18])[cH:8][cH:9]1)=[O:29]. The reactants are Cl.C(#N)CNC(=O)[C@H]1NC[C@@H](C1)S(=O)(=O)C1=C(C=CC=C1)Cl ((2S,4R)-4-(2-chloro-benzenesulfonyl)-pyrrolidine-2-carboxylic acid cyanomethyl-amide hydrochloride), FC1=CC=C(C(=O)O)C=C1 (4-fluorobenzoic acid), A1. Yields the product C(#N)CNC(=O)[C@H]1N(C[C@@H](C1)S(=O)(=O)C1=C(C=CC=C1)Cl)C(C1=CC=C(C=C1)F)=O ((2S,4R)-4-(2-chloro-benzenesulfonyl)-1-(4-fluoro-benzoyl)-pyrrolidine-2-carboxylic acid cyanomethyl-amide). As a reaction SMILES: Cl.[C:2]([CH2:4][NH:5][C:6]([C@@H:8]1[CH2:12][C@@H:11]([S:13]([C:16]2[CH:21]=[CH:20][CH:19]=[CH:18][C:17]=2[Cl:22])(=[O:15])=[O:14])[CH2:10][NH:9]1)=[O:7])#[N:3].[F:23][C:24]1[CH:32]=[CH:31][C:27]([C:28](O)=[O:29])=[CH:26][CH:25]=1>>[C:2]([CH2:4][NH:5][C:6]([C@@H:8]1[CH2:12][C@@H:11]([S:13]([C:16]2[CH:21]=[CH:20][CH:19]=[CH:18][C:17]=2[Cl:22])(=[O:14])=[O:15])[CH2:10][N:9]1[C:28](=[O:29])[C:27]1[CH:31]=[CH:32][C:24]([F:23])=[CH:25][CH:26]=1)=[O:7])#[N:3] |f:0.1|. Reported procedure: (2S,4R)-4-(2-chloro-benzenesulfonyl)-pyrrolidine-2-carboxylic acid cyanomethyl-amide hydrochloride from experiment K1 was coupled with 4-fluorobenzoic acid in analogy to experiment A1 to give (2S,4R)-4-(2-chloro-benzenesulfonyl)-1-(4-fluoro-benzoyl)-pyrrolidine-2-carboxylic acid cyanomethyl-amide as a colorless oil. MS: 450.1 [M+H]+. The reactants are ClCCC(=O)C1=CC=2CC3=CC(=CC=C3OC2C=C1)C(CCCl)=O (2,7-bis(3-chloro-propionyl)-xanthene), FC(C=1C=C(C=CC1)N1CCNCC1)(F)F (4-(3-trifluoromethyl-phenyl)-piperazine). The product is FC(C=1C=C(C=CC1)N1CCN(CC1)CCC(=O)C1=CC=2CC3=CC(=CC=C3OC2C=C1)C(CCN1CCN(CC1)C1=CC(=CC=C1)C(F)(F)F)=O)(F)F (2,7-Bis-{3-[4-(3-trifluoromethyl-phenyl)-piperazin-1-yl]-propionyl}-xanthene). Reaction SMILES: Cl[CH2:2][CH2:3][C:4]([C:6]1[CH:19]=[CH:18][C:17]2[O:16][C:15]3[C:10](=[CH:11][C:12]([C:20](=[O:24])[CH2:21][CH2:22]Cl)=[CH:13][CH:14]=3)[CH2:9][C:8]=2[CH:7]=1)=[O:5].[F:25][C:26]([F:40])([F:39])[C:27]1[CH:28]=[C:29]([N:33]2[CH2:38][CH2:37][NH:36][CH2:35][CH2:34]2)[CH:30]=[CH:31][CH:32]=1>>[F:40][C:26]([F:25])([F:39])[C:27]1[CH:28]=[C:29]([N:33]2[CH2:38][CH2:37][N:36]([CH2:2][CH2:3][C:4]([C:6]3[CH:19]=[CH:18][C:17]4[O:16][C:15]5[C:10](=[CH:11][C:12]([C:20](=[O:24])[CH2:21][CH2:22][N:36]6[CH2:35][CH2:34][N:33]([C:29]7[CH:30]=[CH:31][CH:32]=[C:27]([C:26]([F:39])([F:40])[F:25])[CH:28]=7)[CH2:38][CH2:37]6)=[CH:13][CH:14]=5)[CH2:9][C:8]=4[CH:7]=3)=[O:5])[CH2:35][CH2:34]2)[CH:30]=[CH:31][CH:32]=1. Reported procedure: Prepared from compound 17 and 4-(3-trifluoromethyl-phenyl)-piperazine according to General Procedure C to give a solid. Mp 155-157° C. 1H NMR (CDCl3, 400 MHz) δ7.92-7.88 (m, 4H), 7.39 (t, J=8.8 Hz, 2H), 7.17-7.13 (m, 6H), 7.07 (dd, J=8.8, 2.0 Hz, 2H), 4.17 (s, 2H), 3.53-3.04 (m, 24H). Anal. (C41H40F6N4O3).